The task is: describe an organic reaction: reactants, conditions, products, and yield. This data is from the Open Reaction Database (ORD), a public repository of structured organic reaction records. Starting materials: CC(C)(C)OC(=O)N1CCN(c2ccc3c(c2)c(C#N)cn3S(=O)(=O)c2ccccc2)C(Cc2ccccc2)C1, CO, [K+], [K+], O=C([O-])[O-], O. Yields the product CC(C)(C)OC(=O)N1CCN(c2ccc3[nH]cc(C#N)c3c2)C(Cc2ccccc2)C1. RXN SMILES: [C:1]([CH3:2])([CH3:3])([CH3:4])[O:5][C:6](=[O:7])[N:8]1[CH2:9][CH:10]([CH2:34][c:35]2[cH:36][cH:37][cH:38][cH:39][cH:40]2)[N:11]([c:14]2[cH:15][c:16]3[c:17]([C:32]#[N:33])[cH:18][n:19]([S:23]([c:24]4[cH:25][cH:26][cH:27][cH:28][cH:29]4)(=[O:30])=[O:31])[c:20]3[cH:21][cH:22]2)[CH2:12][CH2:13]1.[CH3:47][OH:48].[K+:41].[K+:42].[O-:43][C:44]([O-:45])=[O:46].[OH2:49]>>[C:1]([CH3:2])([CH3:3])([CH3:4])[O:5][C:6](=[O:7])[N:8]1[CH2:9][CH:10]([CH2:34][c:35]2[cH:36][cH:37][cH:38][cH:39][cH:40]2)[N:11]([c:14]2[cH:15][c:16]3[c:17]([C:32]#[N:33])[cH:18][nH:19][c:20]3[cH:21][cH:22]2)[CH2:12][CH2:13]1. RXN SMILES: [CH3:14][n:15]1[c:16]([C:39](=[O:40])[OH:41])[n:17][c:18]([NH:20][C:21](=[O:22])[O:23][CH2:24][CH2:25][S:26](=[O:27])(=[O:28])[c:29]2[cH:30][cH:31][c:32]([C:35]([F:36])([F:37])[F:38])[cH:33][cH:34]2)[cH:19]1.[CH3:1][O:2][C:3](=[O:4])[c:5]1[n:6]([CH3:13])[cH:7][c:8]([N+:10]([O-:11])=[O:12])[cH:9]1.[CH:52]([N:53]([CH2:54][CH3:55])[CH:56]([CH3:57])[CH3:58])([CH3:59])[CH3:60].[Cl:61][CH2:62][Cl:63].[OH:42][n:43]1[c:44]2[c:45]([cH:46][cH:47][cH:48][cH:49]2)[n:50][n:51]1>>[CH3:1][O:2][C:3](=[O:4])[c:5]1[n:6]([CH3:13])[cH:7][c:8]([NH:10][C:39]([c:16]2[n:15]([CH3:14])[cH:19][c:18]([NH:20][C:21](=[O:22])[O:23][CH2:24][CH2:25][S:26](=[O:27])(=[O:28])[c:29]3[cH:30][cH:31][c:32]([C:35]([F:36])([F:37])[F:38])[cH:33][cH:34]3)[n:17]2)=[O:40])[cH:9]1. Yields the product COC(=O)c1cc(NC(=O)c2nc(NC(=O)OCCS(=O)(=O)c3ccc(C(F)(F)F)cc3)cn2C)cn1C. Reactants: Cn1cc(NC(=O)OCCS(=O)(=O)c2ccc(C(F)(F)F)cc2)nc1C(=O)O, COC(=O)c1cc([N+](=O)[O-])cn1C, CCN(C(C)C)C(C)C, ClCCl, On1nnc2ccccc21.